Dataset: the Open Reaction Database (ORD), a public repository of structured organic reaction records. Task: describe an organic reaction: reactants, conditions, products, and yield Starting materials: CC(C)Cc1cc(-c2ccccc2)n(-c2ccc(S(N)(=O)=O)cc2)n1, ClCCl, O=S(=O)(Cl)Cl. Yields the product CC(C)Cc1nn(-c2ccc(S(N)(=O)=O)cc2)c(-c2ccccc2)c1Cl. RXN SMILES: [CH2:1]([CH:2]([CH3:3])[CH3:4])[c:5]1[n:6][n:7](-[c:16]2[cH:17][cH:18][c:19]([S:22](=[O:23])(=[O:24])[NH2:25])[cH:20][cH:21]2)[c:8](-[c:10]2[cH:11][cH:12][cH:13][cH:14][cH:15]2)[cH:9]1.[Cl:31][CH2:32][Cl:33].[S:26]([Cl:27])(=[O:28])([Cl:29])=[O:30]>>[CH2:1]([CH:2]([CH3:3])[CH3:4])[c:5]1[n:6][n:7](-[c:16]2[cH:17][cH:18][c:19]([S:22](=[O:23])(=[O:24])[NH2:25])[cH:20][cH:21]2)[c:8](-[c:10]2[cH:11][cH:12][cH:13][cH:14][cH:15]2)[c:9]1[Cl:29]. The reactants are FC1=C(\C=N\[S@](=O)C(C)(C)C)C=CC=C1F ((R,E)-N-(2,3-difluorobenzylidene)-2-methylpropane-2-sulfinamide), O (water), C[Mg+].[Br-] (MeMgBr). Solvent: C(Cl)Cl (DCM), C(C)OCC (diethyl ether). Reaction conditions: temperature 0 celsius, time 30 minute. The product is FC1=C(C=CC=C1F)[C@H](C)N[S@](=O)C(C)(C)C ((R)—N—((S)-1-(2,3-difluorophenyl)ethyl)-2-methylpropane-2-sulfinamide). The yield is 92.3%. RXN SMILES: [F:1][C:2]1[C:15]([F:16])=[CH:14][CH:13]=[CH:12][C:3]=1/[CH:4]=[N:5]/[S@@:6]([C:8]([CH3:11])([CH3:10])[CH3:9])=[O:7].O.[CH3:18][Mg+].[Br-]>C(Cl)Cl.C(OCC)C>[F:1][C:2]1[C:15]([F:16])=[CH:14][CH:13]=[CH:12][C:3]=1[C@@H:4]([NH:5][S@@:6]([C:8]([CH3:11])([CH3:10])[CH3:9])=[O:7])[CH3:18] |f:2.3|. Procedure details: To a solution of (R,E)-N-(2,3-difluorobenzylidene)-2-methylpropane-2-sulfinamide (0.800 g, 3.26 mmol) in DCM (32.6 mL), cooled to 0° C. (water/icebath) under N2, was added 3M MeMgBr (4.35 mL, 13.05 mmol) in diethyl ether. Reaction mixture allowed to stir for 30 min at 0° C. Then gradually allowed to warm to room temperature and stirred for 30 min at room temperature. Reaction mixture was cooled to 0° C. then quenched with the slow addition of a saturated solution of NH4Cl and diluted with EtOAc.... Starting materials: CCOC(=O)c1ccc(OC(c2ccccc2)C(C)C)cc1, CCO, Cl, [K+], [OH-]. Yields the product CC(C)C(Oc1ccc(C(=O)O)cc1)c1ccccc1. As a reaction SMILES: [CH3:1][CH:2]([CH:3]([O:4][c:5]1[cH:6][cH:7][c:8]([C:9](=[O:10])[O:11][CH2:12][CH3:13])[cH:14][cH:15]1)[c:16]1[cH:17][cH:18][cH:19][cH:20][cH:21]1)[CH3:22].[CH3:26][CH2:27][OH:28].[ClH:25].[K+:24].[OH-:23]>>[CH3:1][CH:2]([CH:3]([O:4][c:5]1[cH:6][cH:7][c:8]([C:9](=[O:10])[OH:11])[cH:14][cH:15]1)[c:16]1[cH:17][cH:18][cH:19][cH:20][cH:21]1)[CH3:22]. Starting materials: O=C1Cc2cc(Br)ccc2N1, CCN(CC)CCCNC(=O)c1c(C(C)C)[nH]c(C=O)c1C(C)C. Product: CCN(CC)CCCNC(=O)c1c(C(C)C)[nH]c(C=C2C(=O)Nc3ccc(Br)cc32)c1C(C)C. RXN SMILES: [Br:1][c:2]1[cH:3][c:4]2[c:8]([cH:9][cH:10]1)[NH:7][C:6](=[O:11])[CH2:5]2.[CH2:12]([CH3:13])[N:14]([CH2:15][CH2:16][CH2:17][NH:18][C:19](=[O:20])[c:21]1[c:22]([CH:31]([CH3:32])[CH3:33])[nH:23][c:24]([CH:29]=[O:30])[c:25]1[CH:26]([CH3:27])[CH3:28])[CH2:34][CH3:35]>>[Br:1][c:2]1[cH:3][c:4]2[c:8]([cH:9][cH:10]1)[NH:7][C:6](=[O:11])[C:5]2=[CH:29][c:24]1[nH:23][c:22]([CH:31]([CH3:32])[CH3:33])[c:21]([C:19]([NH:18][CH2:17][CH2:16][CH2:15][N:14]([CH2:12][CH3:13])[CH2:34][CH3:35])=[O:20])[c:25]1[CH:26]([CH3:27])[CH3:28].